Dataset: the Open Reaction Database (ORD), a public repository of structured organic reaction records. Task: describe an organic reaction: reactants, conditions, products, and yield Reactants: C1COCCN1, CC(=O)O, CCOC(C)=O, CC(C)CC(Oc1ccc(-c2ccc(C(C)C)cc2)c(C=O)c1)c1ccc(C(=O)NCCC(=O)O)cc1, ClCCl. The product is CC(C)CC(Oc1ccc(-c2ccc(C(C)C)cc2)c(CN2CCOCC2)c1)c1ccc(C(=O)NCCC(=O)O)cc1. Reaction SMILES: [CH2:38]1[CH2:39][O:40][CH2:41][CH2:42][NH:43]1.[CH3:44][C:45](=[O:46])[OH:47].[CH3:51][CH2:52][O:53][C:54](=[O:55])[CH3:56].[CH:1](=[O:2])[c:3]1[c:4](-[c:29]2[cH:30][cH:31][c:32]([CH:35]([CH3:36])[CH3:37])[cH:33][cH:34]2)[cH:5][cH:6][c:7]([O:9][CH:10]([CH2:11][CH:12]([CH3:13])[CH3:14])[c:15]2[cH:16][cH:17][c:18]([C:19](=[O:20])[NH:21][CH2:22][CH2:23][C:24](=[O:25])[OH:26])[cH:27][cH:28]2)[cH:8]1.[Cl:48][CH2:49][Cl:50]>>[CH2:1]([c:3]1[c:4](-[c:29]2[cH:30][cH:31][c:32]([CH:35]([CH3:36])[CH3:37])[cH:33][cH:34]2)[cH:5][cH:6][c:7]([O:9][CH:10]([CH2:11][CH:12]([CH3:13])[CH3:14])[c:15]2[cH:16][cH:17][c:18]([C:19](=[O:20])[NH:21][CH2:22][CH2:23][C:24](=[O:25])[OH:26])[cH:27][cH:28]2)[cH:8]1)[N:43]1[CH2:38][CH2:39][O:40][CH2:41][CH2:42]1. Reactants: NC=1C=C(C=CC1OCC1=CC=CC=C1)C(C)=O (1-(3-amino-4-benzyloxy-phenyl)-ethanone), C(C)(C)S(=O)(=O)Cl (isopropylsufonyl chloride). The solvent is C(Cl)Cl (CH2Cl2), N1=CC=CC=C1 (pyridine), C(Cl)Cl (CH2Cl2). Conditions: time 3 day. Product: C(C)(=O)C=1C=CC(=C(C1)NS(=O)(=O)C(C)C)OCC1=CC=CC=C1 (Propane-2-sulfonic acid (5-acetyl-2-benzyloxy-phenyl)-amide). Yield: 29.9%. Reaction SMILES: [NH2:1][C:2]1[CH:3]=[C:4]([C:16](=[O:18])[CH3:17])[CH:5]=[CH:6][C:7]=1[O:8][CH2:9][C:10]1[CH:15]=[CH:14][CH:13]=[CH:12][CH:11]=1.[CH:19]([S:22](Cl)(=[O:24])=[O:23])([CH3:21])[CH3:20]>C(Cl)Cl.N1C=CC=CC=1>[C:16]([C:4]1[CH:5]=[CH:6][C:7]([O:8][CH2:9][C:10]2[CH:15]=[CH:14][CH:13]=[CH:12][CH:11]=2)=[C:2]([NH:1][S:22]([CH:19]([CH3:21])[CH3:20])(=[O:24])=[O:23])[CH:3]=1)(=[O:18])[CH3:17]. Reported procedure: To a stirred solution of 1-(3-amino-4-benzyloxy-phenyl)-ethanone (EP 0 659 737) (30 g, 125.0 mmol) in CH2Cl2 (500 mL) and pyridine (250 mL) was added dropwise isopropylsufonyl chloride (28.6, 200 mmol) at room temperature. The reaction was stirred for 3 days under nitrogen atmosphere. The mixture was diluted with CH2Cl2 (700 mL) and washed with 1N hydrochloric acid, water, dried over Na2SO4, and concentrated. The product was purified by flash silica gel chromatography eluting with ethyl acetate/... The reactants are BrCCCC=C (5-bromo-1-pentene), C(C)O (ethanol), OC1=CC=C(C=C1)C1=CC=C(C=C1)[N+](=O)[O-] (4-hydroxy-4'-nitrobiphenyl), [OH-].[K+] (KOH). The solvent is O (water). The product is C(CCC=C)OC1=CC=C(C=C1)C1=CC=C(C=C1)[N+](=O)[O-] (4-(4-Penteneoxy)-4'-nitrobiphenyl). RXN SMILES: C(O)C.[OH:4][C:5]1[CH:10]=[CH:9][C:8]([C:11]2[CH:16]=[CH:15][C:14]([N+:17]([O-:19])=[O:18])=[CH:13][CH:12]=2)=[CH:7][CH:6]=1.[OH-].[K+].Br[CH2:23][CH2:24][CH2:25][CH:26]=[CH2:27]>O>[CH2:27]([O:4][C:5]1[CH:6]=[CH:7][C:8]([C:11]2[CH:16]=[CH:15][C:14]([N+:17]([O-:19])=[O:18])=[CH:13][CH:12]=2)=[CH:9][CH:10]=1)[CH2:26][CH2:25][CH:24]=[CH2:23] |f:2.3|. Reported procedure: To 400 ml ethanol is added 21.5 g of 4-hydroxy-4'-nitrobiphenyl, and the mixture heated to reflux. A solution of 7.1 g KOH in 30 ml of water is added dropwise at reflux temperatures. After complete addition, 18 g of 5-bromo-1-pentene is added and the reaction medium is heated at reflux temperature for about 15 hours. Ethanol is removed under vacuum from the cooled mixture, and the solid residue is slurried with water in a blender, filtered, washed with water, and air dried. The product then is r...